This data is from the Open Reaction Database (ORD), a public repository of structured organic reaction records. The task is: describe an organic reaction: reactants, conditions, products, and yield Reaction SMILES: [Br:1][C:2]1[N:7]=[CH:6][C:5]([C:8]([OH:10])=O)=[CH:4][CH:3]=1.S(Cl)(Cl)=O.[CH:15]1[CH:20]=[CH:19][CH:18]=[CH:17][CH:16]=1.[Al+3].[Cl-].[Cl-].[Cl-]>Cl>[Br:1][C:2]1[N:7]=[CH:6][C:5]([C:8]([C:15]2[CH:20]=[CH:19][CH:18]=[CH:17][CH:16]=2)=[O:10])=[CH:4][CH:3]=1 |f:3.4.5.6|. Yields the product BrC1=CC=C(C=N1)C(=O)C1=CC=CC=C1 ((6-bromopyridin-3-yl)(phenyl)methanone). Run at temperature 5 celsius. Run in Cl (HCl). Reported procedure: 6-bromopyridine-3-carboxylic acid (50 g, 0.25 mol) in thionyl chloride (4a, 130 ml, 1.76 mol) was heated at reflux for 3 hours. The mixture was then concentrated under vacuum and the residue was co-evaporated with benzene to remove the thionyl chloride. The resulting acid chloride was dissolved in benzene (120 ml, 1.33 mol) and treated with AlCl3 (82.5 g, 0.6 mol) portion wise with stirring at 5° C. After heating at reflux for 6 hours, the reaction mixture was cooled to room temperature and pour... Isolated yield 76.3%. Starting materials: [Al+3].[Cl-].[Cl-].[Cl-] (AlCl3), BrC1=CC=C(C=N1)C(=O)O (6-bromopyridine-3-carboxylic acid), S(=O)(Cl)Cl (thionyl chloride), acid chloride, C1=CC=CC=C1 (benzene). Yield: 47.9%. Reported procedure: 4.56 g (40 mmol) of 3-methyl-hydantoin, 30 ml of acetic acid, and 2.0 ml (40 mmol) of bromine were mixed at room temperature. The reaction mixture was then vigorously stirred at a temperature of 40° C. for 2 hours. The reaction mixture was then allowed to cool to room temperature. To the reaction mixture was then added 60 mmol of anisole. The reaction mixture was then allowed to undergo reaction at a temperature of 100° C. for 6 hours. The resulting precipitate was recovered by filtration, washe... Reaction SMILES: [CH3:1][N:2]1[C:6](=[O:7])[CH2:5][NH:4][C:3]1=[O:8].BrBr.[C:11]1([O:17][CH3:18])[CH:16]=[CH:15][CH:14]=[CH:13][CH:12]=1>C(O)(=O)C>[CH3:18][O:17][C:11]1[CH:16]=[CH:15][C:14]([CH:5]2[NH:4][C:3](=[O:8])[N:2]([CH3:1])[C:6]2=[O:7])=[CH:13][CH:12]=1. Run in C(C)(=O)O (acetic acid). Reaction conditions: temperature 40 celsius, time 2 hour. The product is COC1=CC=C(C=C1)C1C(N(C(N1)=O)C)=O (5-(p-methoxyphenyl)-3-methyl-hydantoin). Starting materials: CN1C(NCC1=O)=O (3-methyl-hydantoin), BrBr (bromine), C1(=CC=CC=C1)OC (anisole). Reactants: Cc1cc(-c2cccc(C(=O)O)c2)oc1C=C1C(=O)Nc2ccccc21, CCN=C=NCCCN(C)C, CCN(C(C)C)C(C)C, NCCN1CCCC1, CN(C)C=O, O, On1nnc2ccccc21. Product: Cc1cc(-c2cccc(C(=O)NCCN3CCCC3)c2)oc1C=C1C(=O)Nc2ccccc21. Reaction SMILES: [CH3:1][c:2]1[cH:3][c:4](-[c:18]2[cH:19][c:20]([C:21](=[O:22])[OH:23])[cH:24][cH:25][cH:26]2)[o:5][c:6]1[CH:7]=[C:8]1[C:9](=[O:17])[NH:10][c:11]2[cH:12][cH:13][cH:14][cH:15][c:16]21.[CH3:37][CH2:38][N:39]=[C:40]=[N:41][CH2:42][CH2:43][CH2:44][N:45]([CH3:46])[CH3:47].[CH:56]([N:57]([CH2:58][CH3:59])[CH:60]([CH3:61])[CH3:62])([CH3:63])[CH3:64].[N:48]1([CH2:53][CH2:54][NH2:55])[CH2:49][CH2:50][CH2:51][CH2:52]1.[O:65]=[CH:66][N:67]([CH3:68])[CH3:69].[OH2:70].[OH:27][n:28]1[c:29]2[c:30]([cH:31][cH:32][cH:33][cH:34]2)[n:35][n:36]1>>[CH3:1][c:2]1[cH:3][c:4](-[c:18]2[cH:19][c:20]([C:21](=[O:23])[NH:55][CH2:54][CH2:53][N:48]3[CH2:49][CH2:50][CH2:51][CH2:52]3)[cH:24][cH:25][cH:26]2)[o:5][c:6]1[CH:7]=[C:8]1[C:9](=[O:17])[NH:10][c:11]2[cH:12][cH:13][cH:14][cH:15][c:16]21.